Dataset: the Open Reaction Database (ORD), a public repository of structured organic reaction records. Task: describe an organic reaction: reactants, conditions, products, and yield The reactants are Br, CC(=O)[O-], CC(=O)O, COC(=O)CCC(CC(=O)Nc1ccc(C)cc1C)c1noc(C2CC(CC(C)(C)C)C2)c1C1CC1, [Na+]. Yields the product Cc1ccc(NC(=O)CC(CCC(=O)O)c2noc(C3CC(CC(C)(C)C)C3)c2C2CC2)c(C)c1. RXN SMILES: [BrH:37].[CH3:39][C:40](=[O:41])[O-:42].[CH3:43][C:44](=[O:45])[OH:46].[CH:1]1([c:4]2[c:5]([CH:18]([CH2:19][CH2:20][C:21](=[O:22])[O:23][CH3:24])[CH2:25][C:26]([NH:27][c:28]3[c:29]([CH3:35])[cH:30][c:31]([CH3:34])[cH:32][cH:33]3)=[O:36])[n:6][o:7][c:8]2[CH:9]2[CH2:10][CH:11]([CH2:13][C:14]([CH3:15])([CH3:16])[CH3:17])[CH2:12]2)[CH2:2][CH2:3]1.[Na+:38]>>[CH:1]1([c:4]2[c:5]([CH:18]([CH2:19][CH2:20][C:21](=[O:22])[OH:23])[CH2:25][C:26]([NH:27][c:28]3[c:29]([CH3:35])[cH:30][c:31]([CH3:34])[cH:32][cH:33]3)=[O:36])[n:6][o:7][c:8]2[CH:9]2[CH2:10][CH:11]([CH2:13][C:14]([CH3:15])([CH3:16])[CH3:17])[CH2:12]2)[CH2:2][CH2:3]1. Reactants: C(C(O)CC(=O)O)(=O)O (malic acid), C(C(O)C)(=O)O (lactic acid). Yields the product C(C(O)CC(=O)O)(=O)O.C(C(O)C)(=O)O (Malic Acid Lactic Acid). As a reaction SMILES: [C:1]([OH:9])(=[O:8])[CH:2]([CH2:4][C:5]([OH:7])=[O:6])[OH:3].[C:10]([OH:15])(=[O:14])[CH:11]([CH3:13])[OH:12]>>[C:1]([OH:9])(=[O:8])[CH:2]([CH2:4][C:5]([OH:7])=[O:6])[OH:3].[C:10]([OH:15])(=[O:14])[CH:11]([CH3:13])[OH:12] |f:2.3|. Procedure: Each component was supplied to a reactor in the same manner as in Preparation Example 1 except that the amount of D,L-malic acid was changed to 6.7 g (0.05 mol), and the reaction was carried out to obtain 62 g of a powdery polymer. In this case, the mol ratio of the malic acid supplied and the lactic acid supplied is 1:20. The Mw of the polymer was 3,900. Starting materials: COC(C1=C(C=C(C=C1)C)OC(C)C)=O (2-isopropoxy-4-methyl-benzoic acid methyl ester), BrN1C(CCC1=O)=O (N-bromosuccinimide), N(=NC(C#N)(C)C)C(C#N)(C)C (2,2′-azo-bis-isobutyronitrile). Run in C(Cl)(Cl)(Cl)Cl (carbon tetrachloride). Conditions: time 3 hour. Product: COC(C1=C(C=C(C=C1)CBr)OC(C)C)=O (4-Bromomethyl-2-isopropoxy-benzoic Acid Methyl Ester). The yield is 61.7%. RXN SMILES: [CH3:1][O:2][C:3](=[O:15])[C:4]1[CH:9]=[CH:8][C:7]([CH3:10])=[CH:6][C:5]=1[O:11][CH:12]([CH3:14])[CH3:13].[Br:16]N1C(=O)CCC1=O.N(C(C)(C)C#N)=NC(C)(C)C#N>C(Cl)(Cl)(Cl)Cl>[CH3:1][O:2][C:3](=[O:15])[C:4]1[CH:9]=[CH:8][C:7]([CH2:10][Br:16])=[CH:6][C:5]=1[O:11][CH:12]([CH3:13])[CH3:14]. Procedure details: A mixture of 2-isopropoxy-4-methyl-benzoic acid methyl ester (1.00 g, 4.8 mmol), N-bromosuccinimide (0.940 g, 5.28 mmol), 2,2′-azo-bis-isobutyronitrile (50 mg, 0.30 mmol) and carbon tetrachloride (20 mL) is stirred under a bright lamp for 3 h. The mixture is concentrated and the residue is purified via flash chromatography (0 to 50% EtOAc-heptane) to provide the title compound (0.85 g, 62%) as an orange oil. ES/MS m/e 288.7 (M+1). Reactants: CCOCCn1c(C(=O)C2CCNCC2)nc2ccccc21, COc1ccc(C2(CCS(C)(=O)=O)CCN(C(=O)c3cc(OC)c(OC)c(OC)c3)C2)cc1. Product: CCOCCn1c(C(=O)C2CCN(CCC3(c4ccc(OC)cc4)CCN(C(=O)c4cc(OC)c(OC)c(OC)c4)C3)CC2)nc2ccccc21. As a reaction SMILES: [CH2:34]([CH3:35])[O:36][CH2:37][CH2:38][n:39]1[c:40]([C:48](=[O:49])[CH:50]2[CH2:51][CH2:52][NH:53][CH2:54][CH2:55]2)[n:41][c:42]2[c:43]1[cH:44][cH:45][cH:46][cH:47]2.[CH3:1][O:2][c:3]1[cH:4][c:5]([C:6](=[O:7])[N:8]2[CH2:9][C:10]([CH2:13][CH2:14][S:15]([CH3:16])(=[O:17])=[O:18])([c:19]3[cH:20][cH:21][c:22]([O:25][CH3:26])[cH:23][cH:24]3)[CH2:11][CH2:12]2)[cH:27][c:28]([O:32][CH3:33])[c:29]1[O:30][CH3:31]>>[CH3:1][O:2][c:3]1[cH:4][c:5]([C:6](=[O:7])[N:8]2[CH2:9][C:10]([CH2:13][CH2:14][N:53]3[CH2:52][CH2:51][CH:50]([C:48]([c:40]4[n:39]([CH2:38][CH2:37][O:36][CH2:34][CH3:35])[c:43]5[c:42]([n:41]4)[cH:47][cH:46][cH:45][cH:44]5)=[O:49])[CH2:55][CH2:54]3)([c:19]3[cH:20][cH:21][c:22]([O:25][CH3:26])[cH:23][cH:24]3)[CH2:11][CH2:12]2)[cH:27][c:28]([O:32][CH3:33])[c:29]1[O:30][CH3:31]. The reactants are [NH4+].[Cl-] (NH4Cl), C1=NC=CC2=CC=CC=C12 (isoquinoline), ClC(=O)OCC1=CC=CC=C1 (benzyl chloroformate), CO/C(/O[Si](C)(C)C)=C/C(O[Si](C)(C)C)=C ((Z)-4-methoxy-2,2,8,8-tetramethyl-6-methylene-3,7-dioxa-2,8-disilanon-4-ene). Solvent: C(Cl)Cl (CH2Cl2). Reaction conditions: time 8 hour. The product is COC(CC(CC1N(C=CC2=CC=CC=C12)C(=O)OCC1=CC=CC=C1)=O)=O (Benzyl 1-(4-methoxy-2,4-dioxobutyl)isoquinoline-2(1H)-carboxylate). Yield: 111.6%. As a reaction SMILES: [CH:1]1[C:10]2[C:5](=[CH:6][CH:7]=[CH:8][CH:9]=2)[CH:4]=[CH:3][N:2]=1.[CH3:11][O:12]/[C:13](=[CH:19]/[C:20](=[CH2:26])[O:21][Si](C)(C)C)/[O:14][Si](C)(C)C.Cl[C:28]([O:30][CH2:31][C:32]1[CH:37]=[CH:36][CH:35]=[CH:34][CH:33]=1)=[O:29].[NH4+].[Cl-]>C(Cl)Cl>[CH3:11][O:12][C:13](=[O:14])[CH2:19][C:20](=[O:21])[CH2:26][CH:1]1[C:10]2[C:5](=[CH:6][CH:7]=[CH:8][CH:9]=2)[CH:4]=[CH:3][N:2]1[C:28]([O:30][CH2:31][C:32]1[CH:37]=[CH:36][CH:35]=[CH:34][CH:33]=1)=[O:29] |f:3.4|. Reported procedure: To the mixture of isoquinoline (24) (2.05 g, 15.9 mmol) in 150 mL of CH2Cl2 at 0° C. was added (Z)-4-methoxy-2,2,8,8-tetramethyl-6-methylene-3,7-dioxa-2,8-disilanon-4-ene (25) (8.29 g, 31.8 mmol), followed by benzyl chloroformate (2.7 mL, 19.1 mmol). After stirring at room temperature overnight, 100 mL of NH4Cl (aq) was added to the mixture. The organic layer was separated and the aqueous layer was extracted with CH2Cl2 (3×100 mL). The combined organic extracts were dried over Na2SO4. After the ... Reactants: ice, O1C(=CC=C1)C1=C(C=NN1C)C#N (5-(2-furyl)-1-methylpyrazole-4-carbonitrile), S(O)(O)(=O)=O (sulfuric acid), S(O)(O)(=O)=O (sulfuric acid), [N+](=O)(O)[O-] (nitric acid). The solvent is O (water). Product: CN1N=CC(=C1C=1OC(=CC1)[N+](=O)[O-])C#N (1-methyl-5-(5-nitro-2-furyl)pyrazole-4-carbonitrile). The yield is 80.0%. As a reaction SMILES: [O:1]1[CH:5]=[CH:4][CH:3]=[C:2]1[C:6]1[N:10]([CH3:11])[N:9]=[CH:8][C:7]=1[C:12]#[N:13].S(=O)(=O)(O)O.[N+:19]([O-])([OH:21])=[O:20]>O>[CH3:11][N:10]1[C:6]([C:2]2[O:1][C:5]([N+:19]([O-:21])=[O:20])=[CH:4][CH:3]=2)=[C:7]([C:12]#[N:13])[CH:8]=[N:9]1. Procedure details: Add 1.0 g of 5-(2-furyl)-1-methylpyrazole-4-carbonitrile to 4.1 ml of concentrated sulfuric acid at from -10° C to -12° C and, at the same temperature, slowly add a nitrating mixture (0.91 ml of concentrated sulfuric acid and 0.45 ml of fuming nitric acid) dropwise to the resulting reaction mixture for 1 hour at this temperature, and then pour the prepared solution onto 20 g of ice and water. Crystallize the thus-prepared precipitate in an ice-bath to obtain an 80% yield of 1-methyl-5-(5-nitro-2...